Dataset: the Open Reaction Database (ORD), a public repository of structured organic reaction records. Task: describe an organic reaction: reactants, conditions, products, and yield Procedure details: To a −70° C. stirred solution of oxazole (167 mg, 2.4 mmol) in tetrahydrofuran (4 mL) is added n-butyllithium (1.6 M in hexanes, 1.7 mL, 2.7 mmol). After 30 min, zinc chloride (1 M in diethyl ether, 7.3 mL, 7.3 mmol) is added and the reaction mixture is warmed to 0° C. for 1 h. To this mixture is added a solution of methyl 3-{[butyl(methyl)amino]carbonyl}-5-iodobenzoate (864 mg, 2.3 mmol) in anhydrous tetrahydrofuran (3 mL) followed by palladium(0)tetrakis(triphenylphosphine) (112 mg, 0.10 mmol)... Run in O1CCCC1 (tetrahydrofuran), C(C)(=O)OCC (ethyl acetate), O1CCCC1 (tetrahydrofuran). Product: C(CCC)N(C(=O)C=1C=C(C(=O)OC)C=C(C1)C=1OC=CN1)C (Methyl 3-{[butyl(methyl)amino]carbonyl}-5-(1,3-oxazol-2-yl)benzoate). Run at temperature 0 celsius, time 30 minute. Starting materials: C(CCC)N(C(=O)C=1C=C(C(=O)OC)C=C(C1)I)C (methyl 3-{[butyl(methyl)amino]carbonyl}-5-iodobenzoate), O1C=NC=C1 (oxazole), C(CCC)[Li] (n-butyllithium), palladium(0)tetrakis(triphenylphosphine). RXN SMILES: [O:1]1[CH:5]=[CH:4][N:3]=[CH:2]1.C([Li])CCC.[CH2:11]([N:15]([CH3:29])[C:16]([C:18]1[CH:19]=[C:20]([CH:25]=[C:26](I)[CH:27]=1)[C:21]([O:23][CH3:24])=[O:22])=[O:17])[CH2:12][CH2:13][CH3:14]>O1CCCC1.C(OCC)(=O)C.[Cl-].[Zn+2].[Cl-]>[CH2:11]([N:15]([CH3:29])[C:16]([C:18]1[CH:19]=[C:20]([CH:25]=[C:26]([C:2]2[O:1][CH:5]=[CH:4][N:3]=2)[CH:27]=1)[C:21]([O:23][CH3:24])=[O:22])=[O:17])[CH2:12][CH2:13][CH3:14] |f:5.6.7|. Reagents/catalysts: [Cl-].[Zn+2].[Cl-] (zinc chloride). Starting materials: NC[C@@H]1[C@H](C[C@@H](O1)N1C(=O)NC(=O)C=C1)O (5'-amino-2',5'-dideoxyuridine), mercuric acetate, BrN1C(CCC1=O)=O (N-bromosuccinimide), Chelex 100. The solvent is C(C)(=O)[O-].[Na+] (sodium acetate). Reaction conditions: temperature 60 celsius, time 15 minute. Product: NC[C@@H]1[C@H](C[C@@H](O1)N1C(=O)NC(=O)C(=C1)Br)O (5'-amino-2',5'-dideoxy-5-bromouridine). Yield: 65.3%. Reaction SMILES: [NH2:1][CH2:2][C@H:3]1[O:7][C@@H:6]([N:8]2[CH:15]=[CH:14][C:12](=[O:13])[NH:11][C:9]2=[O:10])[CH2:5][C@@H:4]1[OH:16].[Br:17]N1C(=O)CCC1=O>C([O-])(=O)C.[Na+]>[NH2:1][CH2:2][C@H:3]1[O:7][C@@H:6]([N:8]2[CH:15]=[C:14]([Br:17])[C:12](=[O:13])[NH:11][C:9]2=[O:10])[CH2:5][C@@H:4]1[OH:16] |f:2.3|. Procedure details: To a solution of 5'-amino-2',5'-dideoxyuridine (0.113 g 0.5 mmole) in 100 ml of 0.05 M sodium acetate buffer, pH 6.0, is added 0.8 g (2.5 mmole) mercuric acetate. The solution is heated at 60° C for 5 hours and cooled on ice. Chelex 100 resin, 20 g, is added and the slurry stirred for 15 minutes at 0° C. The resin is removed by filtration and 0.177 g (1.0 mmole) of N-bromosuccinimide is added. The solution is stirred at room temperature for 30 minutes. The extent of bromination is followed spect... Starting materials: CNC, Cl, O=N[O-], CCOC(=O)c1c(N)nc(-c2ccccc2)n1C, [Na+], [Na+], [Na+], O=C([O-])[O-], O. Yields the product CCOC(=O)c1c(N=NN(C)C)nc(-c2ccccc2)n1C. RXN SMILES: [CH3:29][NH:30][CH3:31].[ClH:32].[N:19]([O-:20])=[O:21].[NH2:1][c:2]1[n:3][c:4](-[c:13]2[cH:14][cH:15][cH:16][cH:17][cH:18]2)[n:5]([CH3:12])[c:6]1[C:7](=[O:8])[O:9][CH2:10][CH3:11].[Na+:22].[Na+:23].[Na+:24].[O-:25][C:26](=[O:27])[O-:28].[OH2:33]>>[N:1]([c:2]1[n:3][c:4](-[c:13]2[cH:14][cH:15][cH:16][cH:17][cH:18]2)[n:5]([CH3:12])[c:6]1[C:7](=[O:8])[O:9][CH2:10][CH3:11])=[N:19][N:30]([CH3:29])[CH3:31]. Reactants: C1(CCCCC1)N (cyclohexylamine), ClCC(=O)Cl (chloroacetyl chloride), C(C)(C)N=C=S (isopropylisothiocyanate). Yields the product C1(CCCCC1)N1/C(/SCC1=O)=N/C(C)C (3-Cyclohexyl-2-[(Z)-isopropylimino]-thiazolidin-4-one). RXN SMILES: [CH:1]1([NH2:7])[CH2:6][CH2:5][CH2:4][CH2:3][CH2:2]1.Cl[CH2:9][C:10](Cl)=[O:11].[CH:13]([N:16]=[C:17]=[S:18])([CH3:15])[CH3:14]>>[CH:1]1([N:7]2[C:10](=[O:11])[CH2:9][S:18]/[C:17]/2=[N:16]\[CH:13]([CH3:15])[CH3:14])[CH2:6][CH2:5][CH2:4][CH2:3][CH2:2]1. Procedure details: 3-Cyclohexyl-2-[(Z)-isopropylimino]-thiazolidin-4-one is prepared starting from cyclohexylamine, chloroacetyl chloride and isopropylisothiocyanate following Method B. LC-MS: tR=0.83 min, [M+1]+=241, 1H NMR (CDCl3): δ 4.30 (tt, J=3.6, 12.0 Hz, 1H), 3.69 (s, 2H), 3.37 (hep, J=6.4 Hz, 1H), 2.40-2.25 (m, 2H), 1.84-1.75 (m, 2H), 1.64-1.50 (m, 2H), 1.40-1.20 (m, 4H), 1.14 (d, J=6.4 Hz, 6H). As a reaction SMILES: [C:2](=[O:3])([c:4]1[cH:5][cH:6][cH:7][cH:8][cH:9]1)[NH:10][c:11]1[c:12]([F:25])[cH:13][c:14]([CH:17]([CH2:18][NH:19][C:20]([CH3:21])([CH3:22])[CH3:23])[OH:24])[cH:15][cH:16]1.[ClH:1]>>[NH2:10][c:11]1[c:12]([F:25])[cH:13][c:14]([CH:17]([CH2:18][NH:19][C:20]([CH3:21])([CH3:22])[CH3:23])[OH:24])[cH:15][cH:16]1. Starting materials: CC(C)(C)NCC(O)c1ccc(NC(=O)c2ccccc2)c(F)c1, Cl. The product is CC(C)(C)NCC(O)c1ccc(N)c(F)c1. Reactants: ClC1=CC(=C(C(=O)O)C=C1)C (4-chloro-2-methylbenzoic acid), ClCCl (dichloromethane), CN(C)C=O (DMF), C(C(=O)Cl)(=O)Cl (Oxalyl chloride). Run at time 8 hour. Product: CC1=C(C(=O)N)C=CC(=C1)Cl (2-methyl-4-chlorobenzamide). The yield is 89.0%. Reaction SMILES: [Cl:1][C:2]1[CH:10]=[CH:9][C:5]([C:6](O)=[O:7])=[C:4]([CH3:11])[CH:3]=1.ClCCl.C(Cl)(=O)C(Cl)=O.C[N:22](C=O)C>>[CH3:11][C:4]1[CH:3]=[C:2]([Cl:1])[CH:10]=[CH:9][C:5]=1[C:6]([NH2:22])=[O:7]. Procedure details: A magnetically stirred mixture of acid 4-chloro-2-methylbenzoic acid (50 g, 0.29 mol), dichloromethane (200 mL), and 0.5 mL DMF was cooled in an ice-bath. The cooler was connected to a gas absorption trap. Oxalyl chloride (44.5 g, 0.35 mmol) was added dropwise in 1 h. The mixture was stirred at r.t. overnight during which time all solid dissolved. The solution was concentrated in vacuo and stripped with dichloromethane to remove excess oxalyl chloride. The residue was taken in THF (200 mL) and m... Starting materials: COC1=C(C=C(C=N1)N1CC2=C(N=CN=C2O[C@@H]2CNCC2)CC1)C(F)(F)F (6-(6-methoxy-5-trifluoromethyl-pyridin-3-yl)-4-((S)-pyrrolidin-3-yloxy)-5,6,7,8-tetrahydro-pyrido[4,3-d]pyrimidine), COC1=C(C=C(C=N1)N1CC2=C(N=CN=C2O[C@@H]2CNCC2)CC1)C(F)(F)F (6-(6-methoxy-5-trifluoromethyl-pyridin-3-yl)-4-((S)-pyrrolidin-3-yloxy)-5,6,7,8-tetrahydro-pyrido[4,3-d]pyrimidine), CN1N=CC(=C1)C(=O)O (1-methyl-1H-pyrazole-4-carboxylic acid), N1(N=NC2=C1C=CC=C2)O (benztriazol-1-ol), C(CCl)Cl (EDC). Run in C(Cl)Cl (CH2Cl2). Run at time 18 hour. Yields the product COC1=C(C=C(C=N1)N1CC2=C(N=CN=C2O[C@@H]2CN(CC2)C(=O)C=2C=NN(C2)C)CC1)C(F)(F)F ({(S)-3-[6-(6-methoxy-5-trifluoromethyl-pyridin-3-yl)-5,6,7,8-tetrahydro-pyrido[4,3-d]pyrimidin-4-yloxy]-pyrrolidin-1-yl}-(1-methyl-1H-pyrazol-4-yl)-methanone). As a reaction SMILES: [CH3:1][O:2][C:3]1[N:8]=[CH:7][C:6]([N:9]2[CH2:24][CH2:23][C:12]3[N:13]=[CH:14][N:15]=[C:16]([O:17][C@H:18]4[CH2:22][CH2:21][NH:20][CH2:19]4)[C:11]=3[CH2:10]2)=[CH:5][C:4]=1[C:25]([F:28])([F:27])[F:26].[CH3:29][N:30]1[CH:34]=[C:33]([C:35](O)=[O:36])[CH:32]=[N:31]1.N1(O)C2C=CC=CC=2N=N1.C(Cl)CCl>C(Cl)Cl>[CH3:1][O:2][C:3]1[N:8]=[CH:7][C:6]([N:9]2[CH2:24][CH2:23][C:12]3[N:13]=[CH:14][N:15]=[C:16]([O:17][C@H:18]4[CH2:22][CH2:21][N:20]([C:35]([C:33]5[CH:32]=[N:31][N:30]([CH3:29])[CH:34]=5)=[O:36])[CH2:19]4)[C:11]=3[CH2:10]2)=[CH:5][C:4]=1[C:25]([F:28])([F:26])[F:27]. Procedure: To a mixture of 6-(6-methoxy-5-trifluoromethyl-pyridin-3-yl)-4-((S)-pyrrolidin-3-yloxy)-5,6,7,8-tetrahydro-pyrido[4,3-d]pyrimidine (prepared using step 1, example 91 from intermediate 13) (44 mg, 0.11 mmol), 1-methyl-1H-pyrazole-4-carboxylic acid (15 mg, 0.12 mmol), benztriazol-1-ol (19 mg, 0.12 mmol) in CH2Cl2 (1.0 mL) was added EDC (34 mg, 0.18 mmol) and the resulting mixture was stirred at rt for 18 h. Partitioned between CH2Cl2 (10 mL) and sat. NaHCO3(aq) (2.0 mL) and the organic layer separ... The reactants are CCO, Cc1c2n(c3ccccc13)C(=O)C(=Cc1ncn(C(c3ccccc3)(c3ccccc3)c3ccccc3)c1C)CC2, CN(C)C=O. Yields the product Cc1c2n(c3ccccc13)C(=O)C(Cc1ncn(C(c3ccccc3)(c3ccccc3)c3ccccc3)c1C)CC2. RXN SMILES: [CH2:42]([OH:43])[CH3:44].[CH3:1][c:2]1[c:3]2[n:4]([c:5]3[cH:6][cH:7][cH:8][cH:9][c:10]13)[C:11](=[O:41])[C:12](=[CH:15][c:16]1[n:17][cH:18][n:19]([C:22]([c:23]3[cH:24][cH:25][cH:26][cH:27][cH:28]3)([c:29]3[cH:30][cH:31][cH:32][cH:33][cH:34]3)[c:35]3[cH:36][cH:37][cH:38][cH:39][cH:40]3)[c:20]1[CH3:21])[CH2:13][CH2:14]2.[CH3:45][N:46]([CH3:47])[CH:48]=[O:49]>>[CH3:1][c:2]1[c:3]2[n:4]([c:5]3[cH:6][cH:7][cH:8][cH:9][c:10]13)[C:11](=[O:41])[CH:12]([CH2:15][c:16]1[n:17][cH:18][n:19]([C:22]([c:23]3[cH:24][cH:25][cH:26][cH:27][cH:28]3)([c:29]3[cH:30][cH:31][cH:32][cH:33][cH:34]3)[c:35]3[cH:36][cH:37][cH:38][cH:39][cH:40]3)[c:20]1[CH3:21])[CH2:13][CH2:14]2. The reactants are Brc1ccnc2ccccc12, CC(C)(C)OC(=O)N1CCC(N)CC1, Cc1ccccc1, O=C(C=Cc1ccccc1)C=Cc1ccccc1, CC(C)c1cc(C(C)C)c(-c2ccccc2P(C2CCCCC2)C2CCCCC2)c(C(C)C)c1, O=C(C=Cc1ccccc1)C=Cc1ccccc1, O=C(C=Cc1ccccc1)C=Cc1ccccc1, [Pd], [Pd]. Yields the product CC(C)(C)OC(=O)N1CCC(Nc2ccnc3ccccc23)CC1. As a reaction SMILES: [Br:1][c:2]1[cH:3][cH:4][n:5][c:6]2[cH:7][cH:8][cH:9][cH:10][c:11]12.[C:12]([CH3:13])([CH3:14])([CH3:15])[O:16][C:17](=[O:18])[N:19]1[CH2:20][CH2:21][CH:22]([NH2:25])[CH2:23][CH2:24]1.[CH3:60][c:61]1[cH:62][cH:63][cH:64][cH:65][cH:66]1.[CH:105](=[CH:106][C:107]([CH:108]=[CH:109][c:110]1[cH:111][cH:112][cH:113][cH:114][cH:115]1)=[O:116])[c:117]1[cH:118][cH:119][cH:120][cH:121][cH:122]1.[CH:26]1([P:27]([CH:28]2[CH2:29][CH2:30][CH2:31][CH2:32][CH2:33]2)[c:34]2[cH:35][cH:36][cH:37][cH:38][c:39]2-[c:40]2[c:41]([CH:42]([CH3:43])[CH3:44])[cH:45][c:46]([CH:47]([CH3:48])[CH3:49])[cH:50][c:51]2[CH:52]([CH3:53])[CH3:54])[CH2:55][CH2:56][CH2:57][CH2:58][CH2:59]1.[CH:69](=[CH:70][C:71]([CH:72]=[CH:73][c:74]1[cH:75][cH:76][cH:77][cH:78][cH:79]1)=[O:80])[c:81]1[cH:82][cH:83][cH:84][cH:85][cH:86]1.[CH:87](=[CH:88][C:89]([CH:90]=[CH:91][c:92]1[cH:93][cH:94][cH:95][cH:96][cH:97]1)=[O:98])[c:99]1[cH:100][cH:101][cH:102][cH:103][cH:104]1.[Pd:67].[Pd:68]>>[c:2]1([NH:25][CH:22]2[CH2:21][CH2:20][N:19]([C:17]([O:16][C:12]([CH3:13])([CH3:14])[CH3:15])=[O:18])[CH2:24][CH2:23]2)[cH:3][cH:4][n:5][c:6]2[cH:7][cH:8][cH:9][cH:10][c:11]12. Starting materials: FC1=CC=C(C(=O)C2=CC=CC=C2)C=C1 (4-fluorobenzophenone), CN1N=NN=C1C (1,5-dimethyltetrazole), C(CCC)[Li] (n-butyllithium), solution. The solvent is C1CCOC1 (THF), CCCCCC (hexane). Reaction conditions: temperature -78 celsius, time 30 minute. Product: FC1=CC=C(C=C1)C(CC1=NN=NN1C)(O)C1=CC=CC=C1 (1-(4-Fluorophenyl)-2-(1-methyl-1H-tetrazol-5-yl)-1-phenylethanol). Yield: 62.1%. RXN SMILES: [CH3:1][N:2]1[C:6]([CH3:7])=[N:5][N:4]=[N:3]1.C([Li])CCC.[F:13][C:14]1[CH:27]=[CH:26][C:17]([C:18]([C:20]2[CH:25]=[CH:24][CH:23]=[CH:22][CH:21]=2)=[O:19])=[CH:16][CH:15]=1>C1COCC1.CCCCCC>[F:13][C:14]1[CH:15]=[CH:16][C:17]([C:18]([C:20]2[CH:21]=[CH:22][CH:23]=[CH:24][CH:25]=2)([OH:19])[CH2:7][C:6]2[N:2]([CH3:1])[N:3]=[N:4][N:5]=2)=[CH:26][CH:27]=1. Procedure: A solution of 1,5-dimethyltetrazole (29.25 g; 0.298 mole) in dry THF (400 mL) was cooled to -78° C. and treated with n-butyllithium (133 mL of a 2.5M solution in hexane; 0.3325 mole) over 30 minutes. The mixture was stirred at -78° C. for 30 minutes and treated with 4-fluorobenzophenone (50 g; 0.25 mole). The mixture was stirred at -78° C. for 30 minutes and allowed to warm up to 23° C. over 2 hours. The reaction was quenched with 2N HCl (100 mL) and the organic solvent was removed by evaporatio...